Dataset: the Open Reaction Database (ORD), a public repository of structured organic reaction records. Task: describe an organic reaction: reactants, conditions, products, and yield Starting materials: COC1=C(C=CC(=C1)O)C=1NC2=C(C=NC=C2)N1 (2-(2'-methoxy-4'-hydroxy-phenyl)-imidazo[4,5-c]pyridine), CS(=O)(=O)Cl (methanesulfonic acid chloride). The product is COC1=C(C=CC(=C1)OS(=O)(=O)C)C=1NC2=C(C=NC=C2)N1 (2-(2'-Methoxy-4'-methanesulfonyloxy-phenyl)-imidazo[4,5-c]pyridine). Reaction SMILES: [CH3:1][O:2][C:3]1[CH:8]=[C:7]([OH:9])[CH:6]=[CH:5][C:4]=1[C:10]1[NH:11][C:12]2[CH:17]=[CH:16][N:15]=[CH:14][C:13]=2[N:18]=1.[CH3:19][S:20](Cl)(=[O:22])=[O:21]>>[CH3:1][O:2][C:3]1[CH:8]=[C:7]([O:9][S:20]([CH3:19])(=[O:22])=[O:21])[CH:6]=[CH:5][C:4]=1[C:10]1[NH:11][C:12]2[CH:17]=[CH:16][N:15]=[CH:14][C:13]=2[N:18]=1. Reported procedure: Prepared analogously to Example 1 from 2-(2'-methoxy-4'-hydroxy-phenyl)-imidazo[4,5-c]pyridine and methanesulfonic acid chloride. Reactants: OC(CN1C(=NC=C1)[N+](=O)[O-])COC (1-(2'-hydroxy-3'-methoxypropyl)-2-nitroimidazole), CCN(CC)S(F)(F)F (DAST), CCN(CC)S(F)(F)F (DAST), C(C)O (ethanol). Solvent: O1CCOCC1 (dioxane). Yields the product FC(CN1C(=NC=C1)[N+](=O)[O-])COC (1-(2-'-fluoro-3'-methoxypropyl)-2-nitroimidazole). Isolated yield 52.0%. Reaction SMILES: O[CH:2]([CH2:12][O:13][CH3:14])[CH2:3][N:4]1[CH:8]=[CH:7][N:6]=[C:5]1[N+:9]([O-:11])=[O:10].CCN(S(F)(F)[F:21])CC.C(O)C>O1CCOCC1>[F:21][CH:2]([CH2:12][O:13][CH3:14])[CH2:3][N:4]1[CH:8]=[CH:7][N:6]=[C:5]1[N+:9]([O-:11])=[O:10]. Procedure: To a solution of 914 mg (4.54 mmol) of 1-(2'-hydroxy-3'-methoxypropyl)-2-nitroimidazole in 5.0 ml of dry dioxane, 1.00 g (6.20 mmol) of DAST was dropwise added with cooling by ice and then reacted for 2 hours at room temperature with stirring. After reaction, to the solution, 5.0 ml of ethanol was added to decompose excess DAST. The solution was then concentrated and subjected to isolation and purification by silica gel column chromatography to give 480 mg of 1-(2-'-fluoro-3'-methoxypropyl)-2-ni... Reactants: CN1C(N(C(C2=C1C(=CN2)C)=O)C)=O (1,3,7-Trimethyl-1H-pyrrolo[3,2-d]pyrimidine-2,4(3H,5H)-dione), P(=O)(Cl)(Cl)Cl (phosphorous oxychloride). The solvent is CN(C=O)C (N,N-dimethylformamide), CN(C=O)C (N,N-dimethylformamide). Reaction conditions: time 2 hour. Product: CN1C(N(C(C2=C1C(=CN2)C=O)=O)C)=O (1,3-Dimethyl-2,4-dioxo-2,3,4,5-tetrahydro-1H-pyrrolo[3,2-d]pyrimidine-7-carbaldehyde). The yield is 43.2%. As a reaction SMILES: P(Cl)(Cl)(Cl)=[O:2].[CH3:6][N:7]1[C:12]2[C:13]([CH3:16])=[CH:14][NH:15][C:11]=2[C:10](=[O:17])[N:9]([CH3:18])[C:8]1=[O:19]>CN(C)C=O>[CH3:6][N:7]1[C:12]2[C:13]([CH:16]=[O:2])=[CH:14][NH:15][C:11]=2[C:10](=[O:17])[N:9]([CH3:18])[C:8]1=[O:19]. Reported procedure: At a temperature of 5-10° C., phosphorous oxychloride (1.84 ml, 20.087 mmol) was mixed with N,N-dimethylformamide (2 mL). Then a solution of Intermediate 1 (600 mg, 3.348 mmol) in N,N-dimethylformamide (3 mL) was added while stirring. The reaction mixture was held for 2 h at 95° C., cooled and poured onto ice (10 g). The precipitate formed was filtered off and recrystallised from water to give 300 mg of the product as an off-white solid; 1H NMR (δ ppm, 300 MHz, DMSO-d6) 3.25 (s, 3H), 3.75 (s, 3H... Yields the product C1(=CC=CC=C1)C=1SC(=CC1C1=CC=CC=C1)C1=C(C=C(C=C1)OC)OC (2,3-diphenyl-5-(2,4-dimethoxyphenyl)thiophene). Reaction conditions: temperature -78 celsius, time 3 hour. Procedure: In a 1-l stainless steel autoclave were placed 56.2 g (0.150 mole) of 1,2-diphenyl-4-(2,4-dimethoxyphenyl)butane-1,4-dione, 100 ml of xylene, 33.3 g (0.075 mole) of phosphorus pentasulfide and 120 g of hydrogen sulfide. The contents of the autoclave were stirred at 160°-162° C. (1040-1080 psig) for three hours. The autoclave was then cooled, and the remaining hydrogen sulfide was vented into a trap of aqueous sodium hydroxide. The residue was stirred with 150 ml of absolute ethanol to destroy ex... Reaction SMILES: [C:1]1([C:7](=O)[CH:8]([C:22]2[CH:27]=[CH:26][CH:25]=[CH:24][CH:23]=2)[CH2:9][C:10]([C:12]2[CH:17]=[CH:16][C:15]([O:18][CH3:19])=[CH:14][C:13]=2[O:20][CH3:21])=O)[CH:6]=[CH:5][CH:4]=[CH:3][CH:2]=1.P12(SP3(SP(SP(S3)(S1)=S)(=S)S2)=S)=[S:30].S.[OH-].[Na+]>C(O)C.C1(C)C(C)=CC=CC=1>[C:1]1([C:7]2[S:30][C:10]([C:12]3[CH:17]=[CH:16][C:15]([O:18][CH3:19])=[CH:14][C:13]=3[O:20][CH3:21])=[CH:9][C:8]=2[C:22]2[CH:27]=[CH:26][CH:25]=[CH:24][CH:23]=2)[CH:6]=[CH:5][CH:4]=[CH:3][CH:2]=1 |f:3.4|. Starting materials: 1-l, P12(=S)SP3(=S)SP(=S)(S1)SP(=S)(S2)S3 (phosphorus pentasulfide), S (hydrogen sulfide), stainless steel, C1(=CC=CC=C1)C(C(CC(=O)C1=C(C=C(C=C1)OC)OC)C1=CC=CC=C1)=O (1,2-diphenyl-4-(2,4-dimethoxyphenyl)butane-1,4-dione), S (hydrogen sulfide), [OH-].[Na+] (sodium hydroxide). Run in C(C)O (ethanol), C=1(C(=CC=CC1)C)C (xylene). Isolated yield 61.9%. Starting materials: O (water), [H-].[Na+] (Sodium hydride), C(C)OC1=NN(C=C1CCC(=O)OCC)CC1=CC=C(C=C1)O (ethyl 3-[3-ethoxy-1-(4-hydroxybenzyl)-1H-pyrazol-4-yl]propionate), ClCC=1N=C2N(C(=CC=C2)OCC)C1 (2-chloromethyl-5-ethoxyimidazo[1,2-a]pyridine). Solvent: CN(C=O)C (N,N-dimethylformamide). Conditions: time 1 hour. Yields the product C(C)OC1=NN(C=C1CCC(=O)OCC)CC1=CC=C(C=C1)OCC=1N=C2N(C(=CC=C2)OCC)C1 (ethyl 3-[3-ethoxy-1-[4-(5-ethoxyimidazo[1,2-a]pyridin-2-ylmethoxy)benzyl]-1H-pyrazol-4-yl]propionate). Yield: 59.8%. Reaction SMILES: [H-].[Na+].[CH2:3]([O:5][C:6]1[C:10]([CH2:11][CH2:12][C:13]([O:15][CH2:16][CH3:17])=[O:14])=[CH:9][N:8]([CH2:18][C:19]2[CH:24]=[CH:23][C:22]([OH:25])=[CH:21][CH:20]=2)[N:7]=1)[CH3:4].Cl[CH2:27][C:28]1[N:29]=[C:30]2[CH:35]=[CH:34][CH:33]=[C:32]([O:36][CH2:37][CH3:38])[N:31]2[CH:39]=1.O>CN(C)C=O>[CH2:3]([O:5][C:6]1[C:10]([CH2:11][CH2:12][C:13]([O:15][CH2:16][CH3:17])=[O:14])=[CH:9][N:8]([CH2:18][C:19]2[CH:20]=[CH:21][C:22]([O:25][CH2:27][C:28]3[N:29]=[C:30]4[CH:35]=[CH:34][CH:33]=[C:32]([O:36][CH2:37][CH3:38])[N:31]4[CH:39]=3)=[CH:23][CH:24]=2)[N:7]=1)[CH3:4] |f:0.1|. Procedure: Sodium hydride (60%, oily, 60.0 mg) was added to a solution of ethyl 3-[3-ethoxy-1-(4-hydroxybenzyl)-1H-pyrazol-4-yl]propionate (478 mg) and 2-chloromethyl-5-ethoxyimidazo[1,2-a]pyridine (316 mg) in N,N-dimethylformamide (10 ml) at 0° C., and the mixture was stirred at room temperature for 1 hour. The reaction mixture was poured into water, and extracted with ethyl acetate. The ethyl acetate layer was washed with saturated aqueous sodium chloride solution, dried (MgSO4), and concentrated. The re...